This data is from the Open Reaction Database (ORD), a public repository of structured organic reaction records. The task is: describe an organic reaction: reactants, conditions, products, and yield RXN SMILES: [BH4-:31].[CH3:38][CH2:39][OH:40].[CH3:41][CH:42]([CH3:43])[O-:44].[CH3:46][CH:47]([CH3:48])[O-:49].[CH3:50][CH:51]([CH3:52])[O-:53].[CH3:54][CH:55]([CH3:56])[O-:57].[Cl:1][c:2]1[c:3]([O:28][CH3:29])[cH:4][c:5]([N:8]2[CH2:9][CH2:10][CH:11]([C:14]([CH2:15][n:16]3[n:17][c:18]([C:23]([F:24])([F:25])[F:26])[c:19]([Cl:22])[c:20]3[CH3:21])=[O:27])[CH2:12][CH2:13]2)[cH:6][cH:7]1.[Cl:35][CH2:36][Cl:37].[NH3:30].[NH4+:33].[Na+:32].[OH-:34].[Ti+4:45]>>[Cl:1][c:2]1[c:3]([O:28][CH3:29])[cH:4][c:5]([N:8]2[CH2:9][CH2:10][CH:11]([CH:14]([CH2:15][n:16]3[n:17][c:18]([C:23]([F:24])([F:25])[F:26])[c:19]([Cl:22])[c:20]3[CH3:21])[NH2:30])[CH2:12][CH2:13]2)[cH:6][cH:7]1. Product: COc1cc(N2CCC(C(N)Cn3nc(C(F)(F)F)c(Cl)c3C)CC2)ccc1Cl. Reactants: [BH4-], CCO, CC(C)[O-], CC(C)[O-], CC(C)[O-], CC(C)[O-], COc1cc(N2CCC(C(=O)Cn3nc(C(F)(F)F)c(Cl)c3C)CC2)ccc1Cl, ClCCl, N, [NH4+], [Na+], [OH-], [Ti+4]. Reactants: [BH4-].[Na+] (Sodium borohydride), ClC=1SC2=C(N1)C(C1=C(C=C2)C=C(C=C1)Cl)=O (2,7-Dichloro-4H-benzo[5,6]cyclohepta[1,2-d]thiazol-4-one). The solvent is CO (methanol), ClCCl (dichloromethane). Yields the product ClC=1SC2=C(N1)C(C1=C(C=C2)C=C(C=C1)Cl)O ((±)-2,7-Dichloro-4H-benzo[5,6]cyclohepta[1,2-d]thiazol-4-ol). As a reaction SMILES: [BH4-].[Na+].[Cl:3][C:4]1[S:5][C:6]2[CH:13]=[CH:12][C:11]3[CH:14]=[C:15]([Cl:18])[CH:16]=[CH:17][C:10]=3[C:9](=[O:19])[C:7]=2[N:8]=1>CO.ClCCl>[Cl:3][C:4]1[S:5][C:6]2[CH:13]=[CH:12][C:11]3[CH:14]=[C:15]([Cl:18])[CH:16]=[CH:17][C:10]=3[CH:9]([OH:19])[C:7]=2[N:8]=1 |f:0.1|. Procedure: Sodium borohydride (0.159 g) was added to a suspension of the product from step (vi) (1.27 g) in methanol (20 ml) and dichloromethane (5 ml) at room temperature. After 3 h the mixture was partitioned between 2N NaOH and dichloromethane. The organic phase was collected, dried, (MgSO4) and solvent evaporated to leave a colourless foam. Yield: 1.27 g Used directly in the next step. Starting materials: C(=O)([O-])[O-].[K+].[K+] (K2CO3), IC=1C=C(C=CC1)C(CCCCCl)=O (1-(3-iodophenyl)-5-chloro-1-pentanone), CC(C(=O)NC1=CC(=CC=C1)C1CCNCC1)C (2-methyl-N-[3-(4-piperidinyl)phenyl]propanamide). Product: IC=1C=C(C=CC1)C(CCCCN1CCC(CC1)C=1C=C(C=CC1)NC(C(C)C)=O)=O (N-(3-{1-[5-(3-IODOPHENYL)-5-OXOPENTYL]-4-PIPERIDINYL}PHENYL)-2-METHYLPROPANAMIDE). Reaction SMILES: C([O-])([O-])=O.[K+].[K+].[I:7][C:8]1[CH:9]=[C:10]([C:14](=[O:20])[CH2:15][CH2:16][CH2:17][CH2:18]Cl)[CH:11]=[CH:12][CH:13]=1.[CH3:21][CH:22]([CH3:38])[C:23]([NH:25][C:26]1[CH:31]=[CH:30][CH:29]=[C:28]([CH:32]2[CH2:37][CH2:36][NH:35][CH2:34][CH2:33]2)[CH:27]=1)=[O:24]>>[I:7][C:8]1[CH:9]=[C:10]([C:14](=[O:20])[CH2:15][CH2:16][CH2:17][CH2:18][N:35]2[CH2:36][CH2:37][CH:32]([C:28]3[CH:27]=[C:26]([NH:25][C:23](=[O:24])[CH:22]([CH3:21])[CH3:38])[CH:31]=[CH:30][CH:29]=3)[CH2:33][CH2:34]2)[CH:11]=[CH:12][CH:13]=1 |f:0.1.2|. Procedure details: Prepared by Procedure K and Scheme B1 (K2CO3) using 1-(3-iodophenyl)-5-chloro-1-pentanone and 2-methyl-N-[3-(4-piperidinyl)phenyl]propanamide: ESMS m/e: 533.0 (M+H)+. The reactants are NC1(C(N(C2=CC=C(C=C12)OCC)S(=O)(=O)C1=CC=C(C=C1)NC(=O)N(CC)CC)=O)C1=C(C=CC=C1)Cl (3-Amino-3-(2-chlorophenyl)-5-ethoxy-1-[4-(N',N'-diethylureido)benzenesulfonyl]-1,3-dihydroindol-2-one), C(C)(=O)Cl (acetyl chloride). Yields the product C(C)(=O)NC1(C(N(C2=CC=C(C=C12)OCC)S(=O)(=O)C1=CC=C(C=C1)NC(=O)N(CC)CC)=O)C1=C(C=CC=C1)Cl (3-Acetamido-3-(2-chlorophenyl)-5-ethoxy-1-[4-(N',N'-diethylureido)benzenesulfonyl]-1,3-dihydroindol-2-one). As a reaction SMILES: [NH2:1][C:2]1([C:32]2[CH:37]=[CH:36][CH:35]=[CH:34][C:33]=2[Cl:38])[C:10]2[C:5](=[CH:6][CH:7]=[C:8]([O:11][CH2:12][CH3:13])[CH:9]=2)[N:4]([S:14]([C:17]2[CH:22]=[CH:21][C:20]([NH:23][C:24]([N:26]([CH2:29][CH3:30])[CH2:27][CH3:28])=[O:25])=[CH:19][CH:18]=2)(=[O:16])=[O:15])[C:3]1=[O:31].[C:39](Cl)(=[O:41])[CH3:40]>>[C:39]([NH:1][C:2]1([C:32]2[CH:37]=[CH:36][CH:35]=[CH:34][C:33]=2[Cl:38])[C:10]2[C:5](=[CH:6][CH:7]=[C:8]([O:11][CH2:12][CH3:13])[CH:9]=2)[N:4]([S:14]([C:17]2[CH:18]=[CH:19][C:20]([NH:23][C:24]([N:26]([CH2:29][CH3:30])[CH2:27][CH3:28])=[O:25])=[CH:21][CH:22]=2)(=[O:16])=[O:15])[C:3]1=[O:31])(=[O:41])[CH3:40]. Reported procedure: This compound is prepared according to the procedure described in EXAMPLE 2 from the compound obtained in EXAMPLE 87 and acetyl chloride. Crystallization from a DCM/iso ether mixture gives the expected product, which crystallizes with 0.25 mol of iso ether. The reactants are [Al+3], [H-], [H-], [H-], [H-], [Li+], CC(=O)NCC1(c2ccc(OCCCN3CCCC3)cc2)CCOCC1, [Na+], C1CCOC1, [OH-], O. Product: CCNCC1(c2ccc(OCCCN3CCCC3)cc2)CCOCC1. Reaction SMILES: [Al+3:2].[H-:1].[H-:4].[H-:5].[H-:6].[Li+:3].[N:7]1([CH2:12][CH2:13][CH2:14][O:15][c:16]2[cH:17][cH:18][c:19]([C:22]3([CH2:28][NH:29][C:30]([CH3:31])=[O:32])[CH2:23][CH2:24][O:25][CH2:26][CH2:27]3)[cH:20][cH:21]2)[CH2:8][CH2:9][CH2:10][CH2:11]1.[Na+:35].[O:36]1[CH2:37][CH2:38][CH2:39][CH2:40]1.[OH-:34].[OH2:33]>>[N:7]1([CH2:12][CH2:13][CH2:14][O:15][c:16]2[cH:17][cH:18][c:19]([C:22]3([CH2:28][NH:29][CH2:30][CH3:31])[CH2:23][CH2:24][O:25][CH2:26][CH2:27]3)[cH:20][cH:21]2)[CH2:8][CH2:9][CH2:10][CH2:11]1. Reported procedure: Following the procedure outlined for Example 301, (S)-9-[4-(1-aminoethyl)phenyl]-8-hydroxythieno[2,3-c]quinolin-4(5H)-one (100 mg, 0.30 mmol) was reacted with methanesulfonyl chloride (100 mg, 0.89 mmol) to afford the desired product (70 mg, 56%) as a light brown solid: 1H NMR (500 MHz, CD3OD) δ 5.89-7.55 (m, 2H), 7.52 (d, J=5.4 Hz, 1H), 7.38 (d J=8.9 Hz, 1H), 7.30-7.28 (m, 2H), 7.15 (d, J=8.9 Hz, 1H), 6.00 (d, J=5.4 Hz, 1H), 4.71 (q, J=7.1 Hz, 1H), 2.82 (s, 3H), 1.61 (d, J=7.0 Hz, 3H); ESI MS m... RXN SMILES: [NH2:1][C@H:2]([C:4]1[CH:9]=[CH:8][C:7]([C:10]2[C:11]3[C:12]4[CH:24]=[CH:23][S:22][C:13]=4[C:14](=[O:21])[NH:15][C:16]=3[CH:17]=[CH:18][C:19]=2[OH:20])=[CH:6][CH:5]=1)[CH3:3].[CH3:25][S:26](Cl)(=[O:28])=[O:27]>>[OH:20][C:19]1[CH:18]=[CH:17][C:16]2[NH:15][C:14](=[O:21])[C:13]3[S:22][CH:23]=[CH:24][C:12]=3[C:11]=2[C:10]=1[C:7]1[CH:6]=[CH:5][C:4]([C@@H:2]([NH:1][S:26]([CH3:25])(=[O:28])=[O:27])[CH3:3])=[CH:9][CH:8]=1. Isolated yield 56.3%. The product is OC1=C(C=2C3=C(C(NC2C=C1)=O)SC=C3)C3=CC=C(C=C3)[C@H](C)NS(=O)(=O)C ((S)—N-{1-[4-(8-Hydroxy-4-oxo-4,5-dihydrothieno[2,3-c]quinolin-9-yl)phenyl]ethyl}methanesulfonamide). The reactants are N[C@@H](C)C1=CC=C(C=C1)C=1C=2C3=C(C(NC2C=CC1O)=O)SC=C3 ((S)-9-[4-(1-aminoethyl)phenyl]-8-hydroxythieno[2,3-c]quinolin-4(5H)-one), CS(=O)(=O)Cl (methanesulfonyl chloride). The reactants are C(#N)C1CCN(CC1)C(=O)N1CC(CC(C1)C1=CC=C(C=C1)C(F)(F)F)C(=O)O (1-[(4-Cyanopiperidin-1-yl)carbonyl]-5-[4-(trifluoromethyl)phenyl]piperidine-3-carboxylic acid), ON=C(C)N (N′-hydroxyethanimidamide). The product is CC1=NOC(=N1)C1CN(CC(C1)C1=CC=C(C=C1)C(F)(F)F)C(=O)N1CCC(CC1)C#N (1-({3-(3-Methyl-1,2,4-oxadiazol-5-yl)-5-[4-(trifluoromethyl)phenyl]piperidin-1-yl}carbonyl)-piperidine-4-carbonitrile). As a reaction SMILES: [C:1]([CH:3]1[CH2:8][CH2:7][N:6]([C:9]([N:11]2[CH2:16][CH:15]([C:17]3[CH:22]=[CH:21][C:20]([C:23]([F:26])([F:25])[F:24])=[CH:19][CH:18]=3)[CH2:14][CH:13]([C:27]([OH:29])=O)[CH2:12]2)=[O:10])[CH2:5][CH2:4]1)#[N:2].O[N:31]=[C:32]([NH2:34])[CH3:33]>>[CH3:33][C:32]1[N:34]=[C:27]([CH:13]2[CH2:14][CH:15]([C:17]3[CH:22]=[CH:21][C:20]([C:23]([F:26])([F:25])[F:24])=[CH:19][CH:18]=3)[CH2:16][N:11]([C:9]([N:6]3[CH2:7][CH2:8][CH:3]([C:1]#[N:2])[CH2:4][CH2:5]3)=[O:10])[CH2:12]2)[O:29][N:31]=1. Procedure details: 100 mg (0.244 mmol) of 1-[(4-cyanopiperidin-1-yl)carbonyl]-5-[4-(trifluoromethyl)phenyl]piperidine-3-carboxylic acid (Example 100A) and 19.9 mg (0.269 mmol) of N′-hydroxyethanimidamide were reacted according to the General Method 1. Yield: 55.5 mg (47% of theory).